From a dataset of the Open Reaction Database (ORD), a public repository of structured organic reaction records. describe an organic reaction: reactants, conditions, products, and yield Starting materials: BrC1=CC=CC(=N1)NC1=NC=CC(=C1)C (6-bromo-N-(4-methylpyridin-2-yl)pyridin-2-amine), C(CCC)[Sn](C1=CN=C(S1)C1=CC=C(C#N)C=C1)(CCCC)CCCC (4-(5-(tributylstannyl)thiazol-2-yl)benzonitrile). The product is CC1=CC(=NC=C1)NC1=CC=CC(=N1)C1=CN=C(S1)C1=CC=C(C#N)C=C1 (4-(5-(6-(4-methylpyridin-2-ylamino)pyridin-2-yl)thiazol-2-yl)benzonitrile). RXN SMILES: Br[C:2]1[N:7]=[C:6]([NH:8][C:9]2[CH:14]=[C:13]([CH3:15])[CH:12]=[CH:11][N:10]=2)[CH:5]=[CH:4][CH:3]=1.C([Sn](CCCC)(CCCC)[C:21]1[S:25][C:24]([C:26]2[CH:33]=[CH:32][C:29]([C:30]#[N:31])=[CH:28][CH:27]=2)=[N:23][CH:22]=1)CCC>>[CH3:15][C:13]1[CH:12]=[CH:11][N:10]=[C:9]([NH:8][C:6]2[N:7]=[C:2]([C:21]3[S:25][C:24]([C:26]4[CH:27]=[CH:28][C:29]([C:30]#[N:31])=[CH:32][CH:33]=4)=[N:23][CH:22]=3)[CH:3]=[CH:4][CH:5]=2)[CH:14]=1. Procedure details: By following essentially the same procedure in preparative example 020 and starting with 6-bromo-N-(4-methylpyridin-2-yl)pyridin-2-amine (100 mg 0.38 mmol) and 4-(5-(tributylstannyl)thiazol-2-yl)benzonitrile (328 mg, 0.69 mmol), the 4-(5-(6-(4-methylpyridin-2-ylamino)pyridin-2-yl)thiazol-2-yl)benzonitrile was obtained and purified by dry flash chromatography over SiO2 eluting with EtOAc/Cyclohexane 50/50-MeOH (5%) and by trituration with Et2O (51 mg, 37%). 1H NMR (300 MHz, DMSO-d6) δ 9.77 (br s,...